Dataset: the Open Reaction Database (ORD), a public repository of structured organic reaction records. Task: describe an organic reaction: reactants, conditions, products, and yield Reactants: CC1=C2CCCC(C2=C(C=C1)C)=O (5,8-dimethyltetralone), [Cl-].[Al+3].[Cl-].[Cl-] (aluminum chloride), BrBr (bromine), ice. Solvent: C(Cl)Cl (methylene chloride), C(Cl)Cl (methylene chloride). Reaction conditions: temperature 0 celsius, time 2 hour. Product: BrC1=CC(=C2CCCC(C2=C1C)=O)C (7-bromo-5,8-dimethyltetralone). The yield is 100.0%. As a reaction SMILES: [CH3:1][C:2]1[CH:11]=[CH:10][C:9]([CH3:12])=[C:8]2[C:3]=1[CH2:4][CH2:5][CH2:6][C:7]2=[O:13].[Cl-].[Al+3].[Cl-].[Cl-].[Br:18]Br>C(Cl)Cl>[Br:18][C:10]1[C:9]([CH3:12])=[C:8]2[C:3]([CH2:4][CH2:5][CH2:6][C:7]2=[O:13])=[C:2]([CH3:1])[CH:11]=1 |f:1.2.3.4|. Reported procedure: To a solution of 15.0 g of 5,8-dimethyltetralone (purchased from Wiley Organics) in 250 mL of methylene chloride was added 28.7 g of aluminum chloride (purchased from Aldrich Chemical Co.). The mixture was cooled to 0° C. and then a solution of 15.2 g bromine in 90 mL of methylene chloride was added dropwise. After the mixture was stirred at room temperature for 2 h, it was cooled to 0° C. and then approximately 200 g of ice was added. The resulting mixture was filtered. The organic layer was se... Starting materials: C(C)(C)(C)OC(NCCBr)=O (tert-butyl(2-bromoethyl)-carbamate), ClC1=C(C(=CN1)C#N)C1=CC(=CC=C1)F (5-chloro-4-(3-fluorophenyl)-1H-pyrrole-3-carbonitrile), [OH-].[Na+] (sodium hydroxide). Reagents/catalysts: S(=O)(=O)(O)[O-].C(CCC)[N+](CCCC)(CCCC)CCCC (tetrabutylammonium hydrogen sulfate). The solvent is C(C)#N (acetonitrile). Reaction conditions: time 30 minute. The product is C(C)(C)(C)OC(NCCN1C(=C(C(=C1)C#N)C1=CC(=CC=C1)F)Cl)=O (tert-butyl{2-[2-chloro-4-cyano-3-(3-fluorophenyl)-1H-pyrrol-1-yl]ethyl}-carbamate). The yield is 72.6%. RXN SMILES: [Cl:1][C:2]1[NH:6][CH:5]=[C:4]([C:7]#[N:8])[C:3]=1[C:9]1[CH:14]=[CH:13][CH:12]=[C:11]([F:15])[CH:10]=1.[OH-].[Na+].[C:18]([O:22][C:23](=[O:28])[NH:24][CH2:25][CH2:26]Br)([CH3:21])([CH3:20])[CH3:19]>C(#N)C.S([O-])(O)(=O)=O.C([N+](CCCC)(CCCC)CCCC)CCC>[C:18]([O:22][C:23](=[O:28])[NH:24][CH2:25][CH2:26][N:6]1[CH:5]=[C:4]([C:7]#[N:8])[C:3]([C:9]2[CH:14]=[CH:13][CH:12]=[C:11]([F:15])[CH:10]=2)=[C:2]1[Cl:1])([CH3:21])([CH3:20])[CH3:19] |f:1.2,5.6|. Procedure details: To a solution of 39.5 g (179 mmol) of 5-chloro-4-(3-fluorophenyl)-1H-pyrrole-3-carbonitrile in 450 ml of acetonitrile are added 14.3 g (358 mmol) of powdered sodium hydroxide and 2.43 g (7.1 mmol) of tetrabutylammonium hydrogen sulfate, and the mixture is stirred vigorously for 30 minutes, 48.1 g (214 mmol) of tert-butyl(2-bromoethyl)-carbamate (CAS 39684-80-5) are then added and the mixture is then stirred for 17 hours at reflux. After cooling, the solvent is evaporated off under reduced pressu... The reactants are C(C)(=O)NC(C(=O)O)=CC1=CC=CC=C1 (α-acetamido-cinnamic acid). The reagents and catalysts are catalyst ( 1 ). Solvent: CO (methanol). Reaction conditions: time 2 hour. Product: C(C)(=O)N[C@H](CC1=CC=CC=C1)C(=O)O ((R)-N-acetylphenylalanine). Yield: 102.8%. Reaction SMILES: [C:1]([NH:4][C:5](=[CH:9][C:10]1[CH:15]=[CH:14][CH:13]=[CH:12][CH:11]=1)[C:6]([OH:8])=[O:7])(=[O:3])[CH3:2]>CO>[C:1]([NH:4][C@@H:5]([C:6]([OH:8])=[O:7])[CH2:9][C:10]1[CH:11]=[CH:12][CH:13]=[CH:14][CH:15]=1)(=[O:3])[CH3:2]. Procedure: A solution of α-acetamido-cinnamic acid (0.5 g, 2.44 mmol) and the catalyst (1) (16 mg, 0.024 mmol, 1.0 mol %) in degassed methanol (10 ml) was placed in a 50 ml Parr pressure reactor purged with nitrogen. The vessel was then purged with hydrogen (×3) and charged to 4.34 MPa (630 psi) of hydrogen. After stirring for 2 h, the solution was evaporated to give (R)-N-acetylphenylalanine (0.52 g, quantitative yield, 84.4% ee). Starting materials: O (water), [H-].[Na+] (Sodium hydride), ClCC=1C=CC(=NC1)OCC=1N=C(SC1)C1=CC=CC=C1 (5-chloromethyl-2-(2-phenyl-4-thiazolylmethoxy)pyridine), C(C)OC(CC=1C(=NNC1)C1=CC=CC=C1)=O (ethyl(3-phenyl-1H-pyrazol-4-yl)acetate). Solvent: CN(C=O)C (N,N-dimethylformamide). Conditions: time 1 hour. Product: C(C)OC(CC=1C(=NN(C1)CC=1C=NC(=CC1)OCC=1N=C(SC1)C1=CC=CC=C1)C1=CC=CC=C1)=O (ethyl(3-phenyl-1-[6-(2-phenyl-4-thiazolylmethoxy)-3-pyridylmethyl]-1H-pyrazol-4-yl]acetate). Yield: 66.5%. RXN SMILES: [H-].[Na+].Cl[CH2:4][C:5]1[CH:6]=[CH:7][C:8]([O:11][CH2:12][C:13]2[N:14]=[C:15]([C:18]3[CH:23]=[CH:22][CH:21]=[CH:20][CH:19]=3)[S:16][CH:17]=2)=[N:9][CH:10]=1.[CH2:24]([O:26][C:27](=[O:40])[CH2:28][C:29]1[C:30]([C:34]2[CH:39]=[CH:38][CH:37]=[CH:36][CH:35]=2)=[N:31][NH:32][CH:33]=1)[CH3:25].O>CN(C)C=O>[CH2:24]([O:26][C:27](=[O:40])[CH2:28][C:29]1[C:30]([C:34]2[CH:35]=[CH:36][CH:37]=[CH:38][CH:39]=2)=[N:31][N:32]([CH2:4][C:5]2[CH:10]=[N:9][C:8]([O:11][CH2:12][C:13]3[N:14]=[C:15]([C:18]4[CH:23]=[CH:22][CH:21]=[CH:20][CH:19]=4)[S:16][CH:17]=3)=[CH:7][CH:6]=2)[CH:33]=1)[CH3:25] |f:0.1|. Procedure details: Sodium hydride (60%, oily, 70.0 mg) was added to a solution of 5-chloromethyl-2-(2-phenyl-4-thiazolylmethoxy)pyridine (554 mg) and ethyl(3-phenyl-1H-pyrazol-4-yl)acetate (403 mg) in N,N-dimethylformamide (10 ml) at 0° C., and the mixture was stirred at room temperature for 1 hour. The reaction mixture was poured into water, and extracted with ethyl acetate. The ethyl acetate layer was washed with saturated aqueous sodium chloride solution, dried (MgSO4), and concentrated. The residue was subject... Starting materials: NC1=C(C(=O)N(CC)CC)C=C(C=C1)C=1C=NN(C1)CCCO (2-amino-N,N-diethyl-5-[1-(3-hydroxypropyl)-1H-pyrazol-4-yl]benzamide), NC1=CC=C(C(=C1C(=O)NC)Cl)Br (6-amino-3-bromo-2-chloro-N-methylbenzamide), NC1=CC=C(C(=C1C(=O)NC)Cl)Br (6-amino-3-bromo-2-chloro-N-methylbenzamide). Product: NC1=CC=C(C(=C1C(=O)NC)Cl)C=1C=NN(C1)CCCO (6-Amino-2-chloro-3-[1-(3-hydroxypropyl)-1H-pyrazol-4-yl]-N-methyl benzamide). The yield is 33.0%. As a reaction SMILES: [NH2:1][C:2]1[CH:14]=[CH:13][C:12]([C:15]2[CH:16]=[N:17][N:18]([CH2:20][CH2:21][CH2:22][OH:23])[CH:19]=2)=[CH:11][C:3]=1[C:4]([N:6](CC)[CH2:7]C)=[O:5].NC1C(C(NC)=O)=C([Cl:35])C(Br)=CC=1>>[NH2:1][C:2]1[C:3]([C:4]([NH:6][CH3:7])=[O:5])=[C:11]([Cl:35])[C:12]([C:15]2[CH:16]=[N:17][N:18]([CH2:20][CH2:21][CH2:22][OH:23])[CH:19]=2)=[CH:13][CH:14]=1. Procedure: Prepared analogously to Compound 3C replacing compound 3D with 6-amino-3-bromo-2-chloro-N-methylbenzamide (Compound 28D, 700 mg, 2.66 mmol) and to afford 274 mg of the title compound (33%). 1H NMR (400 MHz, CD3OD) δ=7.87 (s, 1H), 7.68 (s, 1H), 7.25 (d, J=8.6 Hz, 1H), 6.73 (d, J=8.6 Hz, 1H), 4.27 (t, J=7.0 Hz, 2H), 3.55 (t, J=6.2 Hz, 2H), 2.92 (s, 3H), 2.06 (quin, J=6.5 Hz, 2H). MS (ESI): m/z=309.10 [M+H]+. UPLC: tR=0.81 min (UPLC-TOF: polar—3 min). Starting materials: ClC=1C(=C(C=CC1)CN1C(=NC(C2=C1N=C(S2)N2CCOCC2)=O)CSC2=CC=CC=C2)C (4-[(3-chloro-2-methylphenyl)methyl]-2-(4-morpholinyl)-5-[(phenylthio)methyl][1,3]thiazolo[4,5-d]pyrimidin-7(4H)-one), B1(OO1)[O-].O.O.O.O.[Na+] (sodiumperborate tetrahydrate). Solvent: C(C)(=O)O (Acetic Acid), C(C)(=O)O (Acetic Acid). Reaction conditions: time 8 hour. Product: ClC=1C(=C(C=CC1)CN1C(=NC(C2=C1N=C(S2)N2CCOCC2)=O)CS(=O)(=O)C2=CC=CC=C2)C (4-[(3-chloro-2-methylphenyl)methyl]-2-(4-morpholinyl)-5-[(phenylsulfonyl)methyl][1,3]thiazolo[4,5-d]pyrimidin-7(4H)-one). RXN SMILES: [Cl:1][C:2]1[C:3]([CH3:33])=[C:4]([CH2:8][N:9]2[C:14]3[N:15]=[C:16]([N:18]4[CH2:23][CH2:22][O:21][CH2:20][CH2:19]4)[S:17][C:13]=3[C:12](=[O:24])[N:11]=[C:10]2[CH2:25][S:26][C:27]2[CH:32]=[CH:31][CH:30]=[CH:29][CH:28]=2)[CH:5]=[CH:6][CH:7]=1.B1([O-])OO1.[OH2:38].[OH2:39].O.O.[Na+]>C(O)(=O)C>[Cl:1][C:2]1[C:3]([CH3:33])=[C:4]([CH2:8][N:9]2[C:14]3[N:15]=[C:16]([N:18]4[CH2:23][CH2:22][O:21][CH2:20][CH2:19]4)[S:17][C:13]=3[C:12](=[O:24])[N:11]=[C:10]2[CH2:25][S:26]([C:27]2[CH:32]=[CH:31][CH:30]=[CH:29][CH:28]=2)(=[O:39])=[O:38])[CH:5]=[CH:6][CH:7]=1 |f:1.2.3.4.5.6|. Reported procedure: 4-[(3-chloro-2-methylphenyl)methyl]-2-(4-morpholinyl)-5-[(phenylthio)methyl][1,3]thiazolo[4,5-d]pyrimidin-7(4H)-one (37 mg, 0.074 mmol) in Acetic Acid (371 Ml) was added to a stirred suspension of sodiumperborate tetrahydrate (45.6 mg, 0.297 mmol) and Acetic Acid (371 μl). The mixture was stirred at room temperature overnight, and then concentrated. The residue was taken up in dichloromethane/water and eluted through a hydromatrix cartridge. The eluate was concentrated and purified by reversed-p... Product: C(C)C(CC)C1=NC=CC2=C(C=CC=C12)CNC(C(Cl)Cl)=O (1-(1-ethylpropyl)-5-dichloroacetylaminomethylisoquinoline). Procedure details: 1-(1-Ethylpropyl)isoquinoline and N-hydroxymethyl dichloroacetamide were reacted in the same way as in step (b) of Example 18 to afford 1-(1-ethylpropyl)-5-dichloroacetylaminomethylisoquinoline. The product was successively reacted in the same way as in steps (c), (d), (e) and (f) of Example 18 to afford 1-(1-ethylpropyl)-isoquinoline-5-acetonitrile. The product was treated in the same way as in Example 3 to afford 1-(1-ethylpropyl)-isoquinoline-5-acetic acid as an oil. The hydrochloride of the ... The reactants are C(C)C(CC)C1=NC=CC2=CC=CC=C12 (1-(1-Ethylpropyl)isoquinoline), OCNC(C(Cl)Cl)=O (N-hydroxymethyl dichloroacetamide). Reaction SMILES: [CH2:1]([CH:3]([C:6]1[C:15]2[C:10](=[CH:11][CH:12]=[CH:13][CH:14]=2)[CH:9]=[CH:8][N:7]=1)[CH2:4][CH3:5])[CH3:2].O[CH2:17][NH:18][C:19](=[O:23])[CH:20]([Cl:22])[Cl:21]>>[CH2:1]([CH:3]([C:6]1[C:15]2[C:10](=[C:11]([CH2:17][NH:18][C:19](=[O:23])[CH:20]([Cl:22])[Cl:21])[CH:12]=[CH:13][CH:14]=2)[CH:9]=[CH:8][N:7]=1)[CH2:4][CH3:5])[CH3:2]. Starting materials: NC=1SC2=C(N1)C=CC(=C2)OC(F)(F)F (2-amino-6-trifluoromethoxybenzothiazole), C/C=1/C(=O)OC(\C1\C)=O (2,3-dimethylmaleic anhydride), C1(=CC=CC=C1)OC1=CC=CC=C1 (diphenyl ether). Solvent: CCCCCC (hexane). The product is FC(OC1=CC2=C(N=C(S2)N2C(C(=C(C2=O)C)C)=O)C=C1)(F)F (N-(6-trifluoromethoxy-2-benzothiazolyl)-dimethymaleimide). The yield is 74.6%. Reaction SMILES: [NH2:1][C:2]1[S:3][C:4]2[CH:10]=[C:9]([O:11][C:12]([F:15])([F:14])[F:13])[CH:8]=[CH:7][C:5]=2[N:6]=1.[CH3:16][C:17]1[C:18]([O:20][C:21](=O)[C:22]=1[CH3:23])=[O:19].C1(OC2C=CC=CC=2)C=CC=CC=1>CCCCCC>[F:14][C:12]([F:15])([F:13])[O:11][C:9]1[CH:8]=[CH:7][C:5]2[N:6]=[C:2]([N:1]3[C:18](=[O:19])[C:17]([CH3:16])=[C:22]([CH3:23])[C:21]3=[O:20])[S:3][C:4]=2[CH:10]=1. Procedure details: A 100 ml flask was charged with 2-amino-6-trifluoromethoxybenzothiazole (7.03 g), 2,3-dimethylmaleic anhydride (4.16 g) and diphenyl ether (50 ml), and a Dean-Stark separator was attached to the flask. The reaction materials were refluxed for about 5 minutes. After allowing the reaction mixture to cool, it was poured into hexane (200 ml). The resulting crystals were collected by filtration and washed with a small amount of diethyl ether to give N-(6-trifluoromethoxy-2-benzothiazolyl)-dimethymale...